describe an organic reaction: reactants, conditions, products, and yield From a dataset of the Open Reaction Database (ORD), a public repository of structured organic reaction records. The reactants are P(=O)(Cl)(Cl)Cl (phosphorus oxychloride), CN(C1=CC=CC=C1)C=O (N-methylformanilide), N1C(=CC2=CC=CC=C12)C(=O)OCC1=CC=CC=C1 (benzyl indole-2-carboxylate), ice, O.C(C)(=O)[O-].[Na+] (sodium acetate hydrate). The solvent is ClCCCl (1,2-dichloroethane), O (water). Yields the product C(=O)C1=C(NC2=CC=CC=C12)C(=O)OCC1=CC=CC=C1 (Benzyl 3-Formylindole-2-carboxylate). Isolated yield 80.3%. RXN SMILES: P(Cl)(Cl)(Cl)=O.CN([CH:14]=[O:15])C1C=CC=CC=1.[NH:16]1[C:24]2[C:19](=[CH:20][CH:21]=[CH:22][CH:23]=2)[CH:18]=[C:17]1[C:25]([O:27][CH2:28][C:29]1[CH:34]=[CH:33][CH:32]=[CH:31][CH:30]=1)=[O:26].O.C([O-])(=O)C.[Na+]>ClCCCl.O>[CH:14]([C:18]1[C:19]2[C:24](=[CH:23][CH:22]=[CH:21][CH:20]=2)[NH:16][C:17]=1[C:25]([O:27][CH2:28][C:29]1[CH:34]=[CH:33][CH:32]=[CH:31][CH:30]=1)=[O:26])=[O:15] |f:3.4.5|. Procedure details: A mixture of 6.5 ml (70 mmol) of phosphorus oxychloride and 9.3 ml (70 mmol) of N-methylformanilide was stirred at ambient temperature. The resulting mixture was diluted with 90 ml of 1,2-dichloroethane, treated with 15.0 g (59.8 mmol) of benzyl indole-2-carboxylate, and heated at reflux for 1 h. After being allowed to cool for 5 min, the warm solution was poured into an ice-cold solution of 60 g of sodium acetate hydrate in 200 ml of water. The resulting mixture was stirred for 1 h, filtered, a... The reactants are C(C)C=1N(C2=CC(=CN=C2C(C1C(=O)O)=O)Br)CC1=C(C=CC=C1)OC1=CC=CC=C1 (Ethyl 7-bromo-4-oxo-1-(2-phenoxybenzyl)-1,4-dihydro-1,5-naphthyridine-3-carboxylic acid), O.[OH-].[Li+] (lithium hydroxide monohydrate). Solvent: O (water), CO (methanol). Reaction conditions: time 15 hour. Yields the product BrC1=CN=C2C(C(=CN(C2=C1)CC1=C(C=CC=C1)OC1=CC=CC=C1)C(=O)O)=O (7-Bromo-4-oxo-1-(2-phenoxybenzyl)-1,4-dihydro-1,5-naphthyridine-3-carboxylic acid). Isolated yield 17.7%. As a reaction SMILES: C([C:3]1[N:4]([CH2:18][C:19]2[CH:24]=[CH:23][CH:22]=[CH:21][C:20]=2[O:25][C:26]2[CH:31]=[CH:30][CH:29]=[CH:28][CH:27]=2)[C:5]2[C:10]([C:11](=[O:16])[C:12]=1[C:13]([OH:15])=[O:14])=[N:9][CH:8]=[C:7]([Br:17])[CH:6]=2)C.O.[OH-].[Li+]>CO.O>[Br:17][C:7]1[CH:6]=[C:5]2[C:10]([C:11](=[O:16])[C:12]([C:13]([OH:15])=[O:14])=[CH:3][N:4]2[CH2:18][C:19]2[CH:24]=[CH:23][CH:22]=[CH:21][C:20]=2[O:25][C:26]2[CH:27]=[CH:28][CH:29]=[CH:30][CH:31]=2)=[N:9][CH:8]=1 |f:1.2.3|. Procedure details: To a light brown solution of ethyl 7-bromo-4-oxo-1-(2-phenoxybenzyl)-1,4-dihydro-1,5-naphthyridine-3-carboxylate (22) (230 mg, 0.5 mmol) in methanol (20 mL) was added the solid lithium hydroxide monohydrate (438 mg, 10.4 mmol) at room temperature. The resulting light brown solution was stirred for 15 h at room temperature at which time LCMS analysis indicated the absence of starting material. Then, it was diluted with water and the methanol was removed under vacuum. The resulting brown paste was... Reactants: C1CC(=O)N(C1=O)Br (NBS), C1(=CC=CC=2C3=CC=CC=C3NC12)C1=C(C(=O)OC)C=CC=C1 (methyl 2-(9H-carbazolyl)benzoate), O (water). Run in CN(C)C=O (DMF). Reaction conditions: time 6 hour. Yields the product BrC=1C=C(C=2NC3=CC=CC=C3C2C1)C1=C(C(=O)OC)C=CC=C1 (Methyl 2-(3-bromo-9H-carbazolyl)benzoate). RXN SMILES: [C:1]1([C:14]2[CH:23]=[CH:22][CH:21]=[CH:20][C:15]=2[C:16]([O:18][CH3:19])=[O:17])[C:13]2[NH:12][C:11]3[C:6](=[CH:7][CH:8]=[CH:9][CH:10]=3)[C:5]=2[CH:4]=[CH:3][CH:2]=1.C1C(=O)N([Br:31])C(=O)C1.O>CN(C=O)C>[Br:31][C:3]1[CH:2]=[C:1]([C:14]2[CH:23]=[CH:22][CH:21]=[CH:20][C:15]=2[C:16]([O:18][CH3:19])=[O:17])[C:13]2[NH:12][C:11]3[C:6]([C:5]=2[CH:4]=1)=[CH:7][CH:8]=[CH:9][CH:10]=3. Procedure details: 62 g (207 mmol) of methyl 2-(9H-carbazolyl)benzoate are cooled to −10° C. in 2 l of DMF, and 37.3 g (207 mmol) of NBS are added in portions. The solution is then brought to room temperature and stirred at this temperature for 6 h. 500 ml of water are subsequently added to the mixture, which is then extracted with CH2Cl2. The organic phase is dried over MgSO4, and the solvents are removed in vacuo. The product is washed by stirring with hot toluene, and the solid is isolated.